Dataset: the Open Reaction Database (ORD), a public repository of structured organic reaction records. Task: describe an organic reaction: reactants, conditions, products, and yield Reactants: CCOC(=O)CC(=O)O, CCN=C=NCCCN(C)C, CCN(C(C)C)C(C)C, Clc1ccccc1OC1CCNCC1, Cl, Cl, CN(C)C=O, O, On1nnc2ccccc21. Yields the product CCOC(=O)CC(=O)N1CCC(Oc2ccccc2Cl)CC1. Reaction SMILES: [CH2:1]([CH3:2])[O:3][C:4]([CH2:5][C:6](=[O:7])[OH:8])=[O:9].[CH3:29][CH2:30][N:31]=[C:32]=[N:33][CH2:34][CH2:35][CH2:36][N:37]([CH3:38])[CH3:39].[CH:10]([N:11]([CH2:12][CH3:13])[CH:14]([CH3:15])[CH3:16])([CH3:17])[CH3:18].[Cl:42][c:43]1[c:44]([O:45][CH:46]2[CH2:47][CH2:48][NH:49][CH2:50][CH2:51]2)[cH:52][cH:53][cH:54][cH:55]1.[ClH:40].[ClH:41].[O:56]=[CH:57][N:58]([CH3:59])[CH3:60].[OH2:61].[OH:19][n:20]1[c:21]2[c:22]([cH:23][cH:24][cH:25][cH:26]2)[n:27][n:28]1>>[CH2:1]([CH3:2])[O:3][C:4]([CH2:5][C:6](=[O:8])[N:49]1[CH2:48][CH2:47][CH:46]([O:45][c:44]2[c:43]([Cl:42])[cH:55][cH:54][cH:53][cH:52]2)[CH2:51][CH2:50]1)=[O:9]. Reactants: O (H2O), C(C1=CC=CC=C1)(=O)Cl (benzoyl chloride), C(C1=CC=CC=C1)(=O)Cl (benzoyl chloride), OC1CCC(C2=C1SC=C2)NC(=O)N (4,5,6,7-tetrahydro-7-hydroxybenzo[b]thien-4-ylurea). Run in N1=CC=CC=C1 (pyridine). Run at time 1 hour. Product: C(C1=CC=CC=C1)(=O)OC1CCC(C2=C1SC=C2)NC(=O)N (4,5,6,7-Tetrahydro-7-benzoyloxybenzo[b]thien-4-ylurea). RXN SMILES: [OH:1][CH:2]1[C:7]2[S:8][CH:9]=[CH:10][C:6]=2[CH:5]([NH:11][C:12]([NH2:14])=[O:13])[CH2:4][CH2:3]1.[C:15](Cl)(=[O:22])[C:16]1[CH:21]=[CH:20][CH:19]=[CH:18][CH:17]=1.O>N1C=CC=CC=1>[C:15]([O:1][CH:2]1[C:7]2[S:8][CH:9]=[CH:10][C:6]=2[CH:5]([NH:11][C:12]([NH2:14])=[O:13])[CH2:4][CH2:3]1)(=[O:22])[C:16]1[CH:21]=[CH:20][CH:19]=[CH:18][CH:17]=1. Reported procedure: In 5 ml of pyridine, 0.53 g of 4,5,6,7-tetrahydro-7-hydroxybenzo[b]thien-4-ylurea is stirred and 0.39 g of benzoyl chloride added under a nitrogen atmosphere. The mixture is stirred at room temperature and after 1 hr, an additional 0.2 g of benzoyl chloride is added. After another 0.75 hr, the mixture is poured into H2O and the white precipitate is collected. The solid is washed with H2O, dried, dissolved in acetone-hexane and filtered to remove an insoluble material. The filtrate is evaporated ... Starting materials: CCOC(C)=O, COc1cc(Oc2cc(C(F)(F)F)nn2C)nc(Oc2cc(C(F)(F)F)nn2C)c1, CCCCC, OCC(F)(F)C(F)F, [H-], [Na+], O=S1(=O)CCCC1. Yields the product COc1cc(OCC(F)(F)C(F)F)nc(Oc2cc(C(F)(F)F)nn2C)c1. As a reaction SMILES: [C:48]([O:49][CH2:50][CH3:51])(=[O:52])[CH3:53].[CH3:11][n:12]1[n:13][c:14]([C:37]([F:38])([F:39])[F:40])[cH:15][c:16]1[O:17][c:18]1[n:19][c:20]([O:26][c:27]2[n:28]([CH3:29])[n:30][c:31]([C:32]([F:33])([F:34])[F:35])[cH:36]2)[cH:21][c:22]([O:24][CH3:25])[cH:23]1.[CH3:54][CH2:55][CH2:56][CH2:57][CH3:58].[F:1][C:2]([CH2:3][OH:4])([CH:5]([F:6])[F:7])[F:8].[H-:10].[Na+:9].[S:41]1(=[O:46])(=[O:47])[CH2:42][CH2:43][CH2:44][CH2:45]1>>[F:1][C:2]([CH2:3][O:4][c:20]1[n:19][c:18]([O:17][c:16]2[n:12]([CH3:11])[n:13][c:14]([C:37]([F:38])([F:39])[F:40])[cH:15]2)[cH:23][c:22]([O:24][CH3:25])[cH:21]1)([CH:5]([F:6])[F:7])[F:8]. Procedure details: Tert-Butyl 4-(3-methyl-2-(phenylcarbamoyl)phenyl)-3-oxobutan-2-ylcarbamate (compound 4703) (4.61 g, 0.012 mol) was dissolved in HCl/MeOH (50 mL) and stirred at reflux for 30 min. The mixture was concentrated in vacuo and then saturated Na2CO3 solution was added to adjust PH to about 7-8. The resulting solid was collected by filtration and further dried in vacuo to afford the desired product, 3-(1-aminoethyl)-8-methyl-2-phenylisoquinolin-1(2H)-one (compound 4704) (2.9 g, 90% yield, where the rati... Reaction SMILES: C(OC(=O)[NH:7][CH:8]([C:10](=O)[CH2:11][C:12]1[CH:17]=[CH:16][CH:15]=[C:14]([CH3:18])[C:13]=1[C:19](=[O:27])[NH:20][C:21]1[CH:26]=[CH:25][CH:24]=[CH:23][CH:22]=1)[CH3:9])(C)(C)C>Cl.CO>[NH2:7][C@H:8]([C:10]1[N:20]([C:21]2[CH:26]=[CH:25][CH:24]=[CH:23][CH:22]=2)[C:19](=[O:27])[C:13]2[C:12]([CH:11]=1)=[CH:17][CH:16]=[CH:15][C:14]=2[CH3:18])[CH3:9] |f:1.2|. The reactants are C(C)(C)(C)OC(NC(C)C(CC1=C(C(=CC=C1)C)C(NC1=CC=CC=C1)=O)=O)=O (tert-butyl4-(3-methyl-2-(phenylcarbamoyl)pheny)-3-oxobutan-2-ylcarbamate), C(C)(C)(C)OC(NC(C)C(CC1=C(C(=CC=C1)C)C(NC1=CC=CC=C1)=O)=O)=O (tert-butyl4-(3-methyl-2-(phenylcarbamoyl)pheny)-3-oxobutan-2-ylcarbamate). Yields the product N[C@@H](C)C=1N(C(C2=C(C=CC=C2C1)C)=O)C1=CC=CC=C1 ((S)-3-(1-aminoethyl)-8-methyl-2-phenylisoquinolin-1(2H)-one). Run in Cl.CO (HCl MeOH). Starting materials: COC(=O)C(Cc1cc(C)c(O)c(C)c1)NC(=O)OC(C)(C)C, CS(C)=O, CCOC(C)=O, ClCc1cccc2nc(-c3ccccc3)oc12, [H-], [Na+], O. Yields the product COC(=O)C(Cc1cc(C)c(OCc2cccc3nc(-c4ccccc4)oc23)c(C)c1)NC(=O)OC(C)(C)C. Reaction SMILES: [CH3:3][O:4][C:5]([CH:6]([NH:7][C:8](=[O:9])[O:10][C:11]([CH3:12])([CH3:13])[CH3:14])[CH2:15][c:16]1[cH:17][c:18]([CH3:24])[c:19]([OH:23])[c:20]([CH3:22])[cH:21]1)=[O:25].[CH3:44][S:45](=[O:46])[CH3:47].[CH3:48][CH2:49][O:50][C:51](=[O:52])[CH3:53].[Cl:26][CH2:27][c:28]1[cH:29][cH:30][cH:31][c:32]2[n:33][c:34](-[c:37]3[cH:38][cH:39][cH:40][cH:41][cH:42]3)[o:35][c:36]12.[H-:1].[Na+:2].[OH2:43]>>[CH3:3][O:4][C:5]([CH:6]([NH:7][C:8](=[O:9])[O:10][C:11]([CH3:12])([CH3:13])[CH3:14])[CH2:15][c:16]1[cH:17][c:18]([CH3:24])[c:19]([O:23][CH2:27][c:28]2[cH:29][cH:30][cH:31][c:32]3[n:33][c:34](-[c:37]4[cH:38][cH:39][cH:40][cH:41][cH:42]4)[o:35][c:36]23)[c:20]([CH3:22])[cH:21]1)=[O:25]. Reactants: CC1=C(C(=CC=C1)C)C=1N=C(C2=C(N1)CCN(C2)C2=C(C=CC(=C2)C(C)C)C)N2C[C@@H](N(C[C@H]2C)C(=O)OC(C)(C)C)C (racemic tert-butyl 4-(2-(2,6-dimethylphenyl)-6-(5-isopropyl-2-methylphenyl)-5,6,7,8-tetrahydropyrido[4,3-d]pyrimidin-4-yl)-(trans)-2,5-dimethylpiperazine-1-carboxylate), C(=O)(C(F)(F)F)O (TFA), C(=O)(C(F)(F)F)O (TFA). Run in C(Cl)Cl (DCM). The product is CC1=C(C(=CC=C1)C)C=1N=C(C2=C(N1)CCN(C2)C2=C(C=CC(=C2)C(C)C)C)N2[C@H](CN[C@@H](C2)C)C (2-(2,6-dimethylphenyl)-4-((trans)-2,5-dimethylpiperazin-1-yl)-6-(5-isopropyl-2-methylphenyl)-5,6,7,8-tetrahydropyrido[4,3-d]pyrimidine), C(=O)(C(F)(F)F)O (TFA). RXN SMILES: [CH3:1][C:2]1[CH:7]=[CH:6][CH:5]=[C:4]([CH3:8])[C:3]=1[C:9]1[N:10]=[C:11]([N:29]2[C@H:34]([CH3:35])[CH2:33][N:32](C(OC(C)(C)C)=O)[C@@H:31]([CH3:43])[CH2:30]2)[C:12]2[CH2:18][N:17]([C:19]3[CH:24]=[C:23]([CH:25]([CH3:27])[CH3:26])[CH:22]=[CH:21][C:20]=3[CH3:28])[CH2:16][CH2:15][C:13]=2[N:14]=1.[C:44]([OH:50])([C:46]([F:49])([F:48])[F:47])=[O:45]>C(Cl)Cl>[CH3:8][C:4]1[CH:5]=[CH:6][CH:7]=[C:2]([CH3:1])[C:3]=1[C:9]1[N:10]=[C:11]([N:29]2[CH2:30][C@@H:31]([CH3:43])[NH:32][CH2:33][C@@H:34]2[CH3:35])[C:12]2[CH2:18][N:17]([C:19]3[CH:24]=[C:23]([CH:25]([CH3:27])[CH3:26])[CH:22]=[CH:21][C:20]=3[CH3:28])[CH2:16][CH2:15][C:13]=2[N:14]=1.[C:44]([OH:50])([C:46]([F:49])([F:48])[F:47])=[O:45]. Reported procedure: To a solution of racemic tert-butyl 4-(2-(2,6-dimethylphenyl)-6-(5-isopropyl-2-methylphenyl)-5,6,7,8-tetrahydropyrido[4,3-d]pyrimidin-4-yl)-(trans)-2,5-dimethylpiperazine-1-carboxylate (0.227 g, 0.389 mmol) and DCM (3 mL) at rt was added TFA (1 mL). After 25 min an additional 0.5 mL aliquot of TFA was added. After 1 h more the reaction was concentrated under reduced pressure to give 2-(2,6-dimethylphenyl)-4-((trans)-2,5-dimethylpiperazin-1-yl)-6-(5-isopropyl-2-methylphenyl)-5,6,7,8-tetrahydropyr... Isolated yield 99.9%. The solvent is C1CCOC1 (THF). RXN SMILES: [Br:1][C:2]1[CH:3]=[C:4]([CH:7]=[CH:8][N+:9]([O-])=O)[S:5][CH:6]=1.[Li+].[BH4-].Cl[Si](C)(C)C>C1COCC1>[Br:1][C:2]1[CH:3]=[C:4]([CH2:7][CH2:8][NH2:9])[S:5][CH:6]=1 |f:1.2|. Procedure details: Using analogous reaction conditions and workup as described in Example 14, step 2, 4-bromo-2-(2-nitro-vinyl)-thiophene (5 g, 21.367 mmol) in dry THF (150 mL) was reacted with LiBH4 (1.86 g, 85.470 mmol), chloro trimethyl silane (21.6 mL, 170.576 mmol) to afford 4.4 g of the crude product which was used in the next step without further purification. Yields the product BrC=1C=C(SC1)CCN (2-(4-Bromo-thiophen-2-yl)-ethylamine). Reactants: BrC=1C=C(SC1)C=C[N+](=O)[O-] (4-bromo-2-(2-nitro-vinyl)-thiophene), [Li+].[BH4-] (LiBH4), Cl[Si](C)(C)C (chloro trimethyl silane).